Dataset: the Open Reaction Database (ORD), a public repository of structured organic reaction records. Task: describe an organic reaction: reactants, conditions, products, and yield Starting materials: C[C@@]1(N=C(SCC1)NC(C)=O)C1=CC(=CC=C1)C=1C=NC=NC1 ((S)-N-[4-Methyl-4-(3-pyrimidin-5-yl-phenyl)-5,6-dihydro-4H-[1,3]thiazin-2-yl]-acetamide), Cl (hydrogen chloride). Product: Cl.Cl.C[C@@]1(N=C(SCC1)N)C1=CC(=CC=C1)C=1C=NC=NC1 ((S)-4-Methyl-4-(3-pyrimidin-5-yl-phenyl)-5,6-dihydro-4H-[1,3]thiazin-2-ylamine Dihydrochloride). Isolated yield 81.0%. RXN SMILES: [CH3:1][C@@:2]1([C:12]2[CH:17]=[CH:16][CH:15]=[C:14]([C:18]3[CH:19]=[N:20][CH:21]=[N:22][CH:23]=3)[CH:13]=2)[CH2:7][CH2:6][S:5][C:4]([NH:8]C(=O)C)=[N:3]1.[ClH:24]>>[ClH:24].[ClH:24].[CH3:1][C@@:2]1([C:12]2[CH:17]=[CH:16][CH:15]=[C:14]([C:18]3[CH:19]=[N:20][CH:21]=[N:22][CH:23]=3)[CH:13]=2)[CH2:7][CH2:6][S:5][C:4]([NH2:8])=[N:3]1 |f:2.3.4|. Procedure: A solution of (S)-N-[4-Methyl-4-(3-pyrimidin-5-yl-phenyl)-5,6-dihydro-4H-[1,3]thiazin-2-yl]-acetamide (2.7 g, 8.3 mmoles, 1.0 equiv) is stirred in 5N hydrogen chloride (50 mL, 250 mmoles, 30 equiv) at 100° C. for 2 h. The reaction is cooled and the volatiles are removed under reduced pressure. The resulting residue is dissolved in water and extracted with ethyl acetate. The aqueous phase is neutralized with saturated aqueous sodium bicarbonate and extracted ethyl acetate. The organic phase is dr...